Dataset: the Open Reaction Database (ORD), a public repository of structured organic reaction records. Task: describe an organic reaction: reactants, conditions, products, and yield The reactants are Cc1onc(-c2ccccc2)c1CBr, CC(C)N1CCC(Oc2ccc3c(c2)cc2n3C(C)CNC2=O)CC1, [H-], [Na+]. Yields the product Cc1onc(-c2ccccc2)c1CN1CC(C)n2c(cc3cc(OC4CCN(C(C)C)CC4)ccc32)C1=O. Reaction SMILES: [Br:28][CH2:29][c:30]1[c:31](-[c:36]2[cH:37][cH:38][cH:39][cH:40][cH:41]2)[n:32][o:33][c:34]1[CH3:35].[CH:1]([CH3:2])([CH3:3])[N:4]1[CH2:5][CH2:6][CH:7]([O:10][c:11]2[cH:12][c:13]3[cH:14][c:15]4[n:16]([c:17]3[cH:18][cH:19]2)[CH:20]([CH3:25])[CH2:21][NH:22][C:23]4=[O:24])[CH2:8][CH2:9]1.[H-:26].[Na+:27]>>[CH:1]([CH3:2])([CH3:3])[N:4]1[CH2:5][CH2:6][CH:7]([O:10][c:11]2[cH:12][c:13]3[cH:14][c:15]4[n:16]([c:17]3[cH:18][cH:19]2)[CH:20]([CH3:25])[CH2:21][N:22]([CH2:29][c:30]2[c:31](-[c:36]3[cH:37][cH:38][cH:39][cH:40][cH:41]3)[n:32][o:33][c:34]2[CH3:35])[C:23]4=[O:24])[CH2:8][CH2:9]1. The reactants are O (water), OC=1C=C(C=CC1OC)C=1OC=C(N1)CNC(C1=NC=CC=C1C)=O (N-[2-(3-hydroxy-4-methoxyphenyl)oxazol-4-ylmethyl]-3-methylpicolinamide), C([O-])([O-])=O.[K+].[K+] (potassium carbonate), FC(CI)(F)F (1,1,1-trifluoro-2-iodoethane). The solvent is CN(C=O)C (dimethylformamide). Conditions: temperature 80 celsius. The product is COC1=C(C=C(C=C1)C=1OC=C(N1)CNC(C1=NC=CC=C1C)=O)OCC(F)(F)F (N-{2-[4-methoxy-3-(2,2,2-trifluoroethoxy)phenyl]oxazol-4-ylmethyl}-3-methylpicolinamide). As a reaction SMILES: [OH:1][C:2]1[CH:3]=[C:4]([C:10]2[O:11][CH:12]=[C:13]([CH2:15][NH:16][C:17](=[O:25])[C:18]3[C:23]([CH3:24])=[CH:22][CH:21]=[CH:20][N:19]=3)[N:14]=2)[CH:5]=[CH:6][C:7]=1[O:8][CH3:9].C(=O)([O-])[O-].[K+].[K+].[F:32][C:33]([F:37])([F:36])[CH2:34]I.O>CN(C)C=O>[CH3:9][O:8][C:7]1[CH:6]=[CH:5][C:4]([C:10]2[O:11][CH:12]=[C:13]([CH2:15][NH:16][C:17](=[O:25])[C:18]3[C:23]([CH3:24])=[CH:22][CH:21]=[CH:20][N:19]=3)[N:14]=2)=[CH:3][C:2]=1[O:1][CH2:34][C:33]([F:37])([F:36])[F:32] |f:1.2.3|. Reported procedure: A 0.15 g quantity of the N-[2-(3-hydroxy-4-methoxy phenyl)oxazol-4-ylmethyl]-3-methylpicolinamide obtained in Example 17 and 0.18 g of potassium carbonate were dissolved in 4 ml of dimethylformamide, and 0.19 g of 1,1,1-trifluoro-2-iodoethane was added thereto. The mixture was stirred with heating at 80° C. overnight. The reaction mixture was allowed to cool, water was then added thereto, and extraction was performed with ethyl acetate. The extract was washed with water twice, and the organic la... Starting materials: BrC1=CC(=C(C=C1)C(O)C1=C(C=CC=C1)C(OCC)OCC)F ((4-bromo-2-fluorophenyl)(2-(diethoxymethyl)phenyl)methanol), BrC1=CC(=C(C=C1)C(O)C1=C(C=CC=C1)C(OCC)OCC)F ((4-bromo-2-fluorophenyl)(2-(diethoxymethyl)phenyl)methanol), C([O-])(O)=O.[Na+] (sodium bicarbonate), S(=S)(=O)([O-])[O-].[Na+].[Na+] (sodium thiosulfate), BrN1C(=O)N(C(=O)C1(C)C)Br (1,3-dibromo-5,5-dimethylhydantoin), C([O-])(O)=O.[Na+] (sodium bicarbonate). The reagents and catalysts are CC1(CCCC(N1[O])(C)C)C (TEMPO). The solvent is C(C)(C)(C)O (t-butanol), O (water). Product: BrC1=CC(=C(C=C1)C(=O)C1=C(C=CC=C1)C(OCC)OCC)F ((4-bromo-2-fluorophenyl)(2-(diethoxymethyl)phenyl)methanone). The yield is 102.3%. RXN SMILES: [Br:1][C:2]1[CH:7]=[CH:6][C:5]([CH:8]([C:10]2[CH:15]=[CH:14][CH:13]=[CH:12][C:11]=2[CH:16]([O:20][CH2:21][CH3:22])[O:17][CH2:18][CH3:19])[OH:9])=[C:4]([F:23])[CH:3]=1.C(=O)(O)[O-].[Na+].BrN1C(C)(C)C(=O)N(Br)C1=O.S([O-])([O-])(=O)=S.[Na+].[Na+]>C(O)(C)(C)C.CC1(C)N([O])C(C)(C)CCC1.O>[Br:1][C:2]1[CH:7]=[CH:6][C:5]([C:8]([C:10]2[CH:15]=[CH:14][CH:13]=[CH:12][C:11]=2[CH:16]([O:17][CH2:18][CH3:19])[O:20][CH2:21][CH3:22])=[O:9])=[C:4]([F:23])[CH:3]=1 |f:1.2,4.5.6,^1:55|. Procedure details: (4-bromo-2-fluorophenyl)(2-(diethoxymethyl)phenyl)methanol (Compound 1a) (116 g) was dissolved in t-butanol (680 mL) with stirring and to the resulting solution was added water (1.4 ) followed by sodium bicarbonate (54.2 g). Using a water bath used to keep temperature around 20° C., 1,3-dibromo-5,5-dimethylhydantoin (48.3 g) and then TEMPO (0.51 g) was added and the cloudy yellow coloured suspension stirred at room temperature overnight. Saturated sodium bicarbonate (360 mL) and sodium thiosulfa... Reactants: ClC1=C(OCCOC(=O)NCC)C=CC(=C1)OC1=CC(=CC=C1)Cl (1-[2-chloro-4-(3-chlorophenoxy)phenoxy]2-ethylaminocarbonyloxyethane), N1=CC=CC=C1 (pyridine), C1(=CC=CC=C1)C (toluene), ClC1=CC=C(C=C1)SCl (4-chlorophenylsulfenyl chloride), C1(=CC=CC=C1)C (toluene). Run in CCOCC (ether), 1. Conditions: time 16 hour. Product: ClC1=C(OCCOC(=O)N(SC2=CC=C(C=C2)Cl)CC)C=CC(=C1)OC1=CC(=CC=C1)Cl (1-[2-Chloro-4-(3-chlorophenoxy)phenoxy]-2-[N-ethyl-N-(4-chlorophenylsulfenyl)aminocarbonyloxy]ethane). Reaction SMILES: [Cl:1][C:2]1[CH:7]=[CH:6][C:5]([S:8]Cl)=[CH:4][CH:3]=1.C1(C)C=CC=CC=1.[Cl:17][C:18]1[CH:32]=[C:31]([O:33][C:34]2[CH:39]=[CH:38][CH:37]=[C:36]([Cl:40])[CH:35]=2)[CH:30]=[CH:29][C:19]=1[O:20][CH2:21][CH2:22][O:23][C:24]([NH:26][CH2:27][CH3:28])=[O:25].N1C=CC=CC=1>CCOCC>[Cl:17][C:18]1[CH:32]=[C:31]([O:33][C:34]2[CH:39]=[CH:38][CH:37]=[C:36]([Cl:40])[CH:35]=2)[CH:30]=[CH:29][C:19]=1[O:20][CH2:21][CH2:22][O:23][C:24]([N:26]([CH2:27][CH3:28])[S:8][C:5]1[CH:6]=[CH:7][C:2]([Cl:1])=[CH:3][CH:4]=1)=[O:25]. Reported procedure: A solution of 2 g of 4-chlorophenylsulfenyl chloride in 1 0 ml of toluene is added dropwise with stirring at 0°-5° C. in the course of approximately 30 minutes to a mixture of 3.7 g of 1-[2-chloro-4-(3-chlorophenoxy)phenoxy]2-ethylaminocarbonyloxyethane, 10 ml of pyridine and 10 ml of toluene, and stirring is continued for 16 hours at room temperature. The reaction mixture is diluted with 100 ml of ether, washed three times using ice-cold 1N hydrochloric acid and three times using water, the org... The reactants are CC(=O)OC(C)=O, COc1ccc(C(=O)Cc2ccccc2)c(Cl)c1Cl. The product is C=C(C(=O)c1ccc(OC)c(Cl)c1Cl)c1ccccc1. Reaction SMILES: [CH3:20][C:21]([O:22][C:23](=[O:24])[CH3:25])=[O:26].[Cl:1][c:2]1[c:3]([O:18][CH3:19])[cH:4][cH:5][c:6]([C:9]([CH2:10][c:11]2[cH:12][cH:13][cH:14][cH:15][cH:16]2)=[O:17])[c:7]1[Cl:8]>>[Cl:1][c:2]1[c:3]([O:18][CH3:19])[cH:4][cH:5][c:6]([C:9]([C:10]([c:11]2[cH:12][cH:13][cH:14][cH:15][cH:16]2)=[CH2:20])=[O:17])[c:7]1[Cl:8]. Reactants: FC1=C(C=C(C=C1)OC)C1=C(C=C(C=C1)C(=O)OC)CC(C)C (Methyl 2′-fluoro-5′-(methyloxy)-2-(2-methylpropyl)-1,1′-biphenyl-4-carboxylate), C1CCOC1 (THF), [H-].[H-].[H-].[H-].[Li+].[Al+3] (LAH), C1CCOC1 (THF), [OH-].[Na+] (NaOH). Conditions: time 1 hour. The product is FC1=C(C=C(C=C1)OC)C1=C(C=C(C=C1)CO)CC(C)C ((2′-Fluoro-5′-(methyloxy)-2-(2-methylpropyl)-1,1′-biphenyl-4-yl) methanol). The yield is 100.2%. As a reaction SMILES: [F:1][C:2]1[CH:7]=[CH:6][C:5]([O:8][CH3:9])=[CH:4][C:3]=1[C:10]1[CH:15]=[CH:14][C:13]([C:16](OC)=[O:17])=[CH:12][C:11]=1[CH2:20][CH:21]([CH3:23])[CH3:22].C1COCC1.[H-].[H-].[H-].[H-].[Li+].[Al+3].[OH-].[Na+]>>[F:1][C:2]1[CH:7]=[CH:6][C:5]([O:8][CH3:9])=[CH:4][C:3]=1[C:10]1[CH:15]=[CH:14][C:13]([CH2:16][OH:17])=[CH:12][C:11]=1[CH2:20][CH:21]([CH3:23])[CH3:22] |f:2.3.4.5.6.7,8.9|. Procedure details: To a stirred solution of T23.5 (0.293 g, 0.9 mmol) in THF (5 mL, 0.9 mmol) at 0° C. was added LAH in THF (2 mL, 2 mmol, 1.0M). The reaction was stirred for one hour and then 1N NaOH(aq) was added to quench the mixture. The reaction was extracted three times with EtOAc. After drying over anhydrous magnesium sulfate and filtering, the organic solvent was removed under reduced pressure and the product was then purified on silica gel (0-20% EtOAc in hexanes) to yield T23.6 as a colorless oil (0.260 ... Reactants: O=C1CCCc2ccc3ccccc3c21, Cc1c(C=O)ncn1C(c1ccccc1)(c1ccccc1)c1ccccc1, CO, [K+], [OH-]. Yields the product Cc1c(C=C2CCc3ccc4ccccc4c3C2=O)ncn1C(c1ccccc1)(c1ccccc1)c1ccccc1. As a reaction SMILES: [CH2:3]1[CH2:4][CH2:5][C:6](=[O:17])[c:7]2[c:8]3[cH:9][cH:10][cH:11][cH:12][c:13]3[cH:14][cH:15][c:16]21.[CH3:18][c:19]1[c:20]([CH:43]=[O:44])[n:21][cH:22][n:23]1[C:24]([c:25]1[cH:26][cH:27][cH:28][cH:29][cH:30]1)([c:31]1[cH:32][cH:33][cH:34][cH:35][cH:36]1)[c:37]1[cH:38][cH:39][cH:40][cH:41][cH:42]1.[CH3:45][OH:46].[K+:2].[OH-:1]>>[CH2:3]1[CH2:4][C:5](=[CH:43][c:20]2[c:19]([CH3:18])[n:23]([C:24]([c:25]3[cH:26][cH:27][cH:28][cH:29][cH:30]3)([c:31]3[cH:32][cH:33][cH:34][cH:35][cH:36]3)[c:37]3[cH:38][cH:39][cH:40][cH:41][cH:42]3)[cH:22][n:21]2)[C:6](=[O:17])[c:7]2[c:8]3[cH:9][cH:10][cH:11][cH:12][c:13]3[cH:14][cH:15][c:16]21. Procedure: The mixture of 2.3 g of N-(4-nitro-2-chlorophenyl)-4-chlorophthalimide, 220 ml of ethyl acetate and 1 g of Raney nickel is hydrogenated at room temperature and 3.1 atm. pressure until the hydrogen uptake ceases. It is filtered, evaporated and the residue recrystallized from methanol, to yield the N-(4-amino-2-chlorophenyl)-4-chlorophthalimide melting at 198°-201°. The reactants are [N+](=O)([O-])C1=CC(=C(C=C1)N1C(C=2C(C1=O)=CC(=CC2)Cl)=O)Cl (N-(4-nitro-2-chlorophenyl)-4-chlorophthalimide), [H][H] (hydrogen). The reagents and catalysts are [Ni] (Raney nickel). As a reaction SMILES: [N+:1]([C:4]1[CH:9]=[CH:8][C:7]([N:10]2[C:14](=[O:15])[C:13]3=[CH:16][C:17]([Cl:20])=[CH:18][CH:19]=[C:12]3[C:11]2=[O:21])=[C:6]([Cl:22])[CH:5]=1)([O-])=O.[H][H]>[Ni].C(OCC)(=O)C>[NH2:1][C:4]1[CH:9]=[CH:8][C:7]([N:10]2[C:14](=[O:15])[C:13]3=[CH:16][C:17]([Cl:20])=[CH:18][CH:19]=[C:12]3[C:11]2=[O:21])=[C:6]([Cl:22])[CH:5]=1. The solvent is C(C)(=O)OCC (ethyl acetate). The product is NC1=CC(=C(C=C1)N1C(C=2C(C1=O)=CC(=CC2)Cl)=O)Cl (N-(4-amino-2-chlorophenyl)-4-chlorophthalimide). Starting materials: Brc1cnccn1, CC(c1ccc(B2OC(C)(C)C(C)(C)O2)cc1)N1CCC(CCCO)(c2ccc(F)cc2)OC1=O. The product is CC(c1ccc(-c2cnccn2)cc1)N1CCC(CCCO)(c2ccc(F)cc2)OC1=O. Reaction SMILES: [Br:36][c:37]1[n:38][cH:39][cH:40][n:41][cH:42]1.[F:1][c:2]1[cH:3][cH:4][c:5]([C:8]2([CH2:32][CH2:33][CH2:34][OH:35])[CH2:9][CH2:10][N:11]([CH:15]([CH3:16])[c:17]3[cH:18][cH:19][c:20]([B:23]4[O:24][C:25]([CH3:26])([CH3:27])[C:28]([CH3:29])([CH3:30])[O:31]4)[cH:21][cH:22]3)[C:12](=[O:14])[O:13]2)[cH:6][cH:7]1>>[F:1][c:2]1[cH:3][cH:4][c:5]([C:8]2([CH2:32][CH2:33][CH2:34][OH:35])[CH2:9][CH2:10][N:11]([CH:15]([CH3:16])[c:17]3[cH:18][cH:19][c:20](-[c:37]4[n:38][cH:39][cH:40][n:41][cH:42]4)[cH:21][cH:22]3)[C:12](=[O:14])[O:13]2)[cH:6][cH:7]1.